This data is from the Open Reaction Database (ORD), a public repository of structured organic reaction records. The task is: describe an organic reaction: reactants, conditions, products, and yield Reported procedure: The product from part (a) is hydrolyzed with concentrated ammonia according to the procedure of Example 4 to yield (S)-1-(3-mercapto-2-mercaptomethyl-1-oxopropyl)-4,4-dimethoxy-L-proline. The product is SCC(C(=O)N1[C@H](C(=O)O)CC(C1)(OC)OC)CS ((S)-1-(3-mercapto-2-mercaptomethyl-1-oxopropyl)-4,4-dimethoxy-L-proline). The reactants are C(C)(=O)SCC(C(=O)N1[C@H](C(=O)O)CC(C1)(OC)OC)CSC(C)=O ((S)-1-[3-(Acetylthio)-2-(acetylthiomethyl)-1-oxopropyl]-4,4-dimethoxy-L-proline), N (ammonia). Reaction SMILES: C([S:4][CH2:5][CH:6]([CH2:21][S:22]C(=O)C)[C:7]([N:9]1[CH2:16][C:15]([O:19][CH3:20])([O:17][CH3:18])[CH2:14][C@H:10]1[C:11]([OH:13])=[O:12])=[O:8])(=O)C.N>>[SH:4][CH2:5][CH:6]([CH2:21][SH:22])[C:7]([N:9]1[CH2:16][C:15]([O:19][CH3:20])([O:17][CH3:18])[CH2:14][C@H:10]1[C:11]([OH:13])=[O:12])=[O:8]. Starting materials: CN1C=C(C2=CC=CC=C12)CCC(=O)OC (methyl 3-(1-methyl-3-indolyl)propionate), [H-].[H-].[H-].[H-].[Li+].[Al+3] (LiAlH4). Solvent: CCOCC (Et2O). Reaction conditions: temperature 0 celsius, time 30 minute. Yields the product CN1C=C(C2=CC=CC=C12)CCCO (3-(1-methyl-3-indolyl)-1-propanol). Isolated yield 95.7%. RXN SMILES: [CH3:1][N:2]1[C:10]2[C:5](=[CH:6][CH:7]=[CH:8][CH:9]=2)[C:4]([CH2:11][CH2:12][C:13](OC)=[O:14])=[CH:3]1.[H-].[H-].[H-].[H-].[Li+].[Al+3]>CCOCC>[CH3:1][N:2]1[C:10]2[C:5](=[CH:6][CH:7]=[CH:8][CH:9]=2)[C:4]([CH2:11][CH2:12][CH2:13][OH:14])=[CH:3]1 |f:1.2.3.4.5.6|. Procedure details: To a solution of methyl 3-(1-methyl-3-indolyl)propionate (300 mg, 1.38 mmol) in Et2O (3.0 mL) was added LiAlH4 at 0° C. under N2 atmosphere. The reaction mixture was stirred for 30 min at 0° C. and quenched by careful addition of H2O. EtOAc was added to the quenched reaction mixture. The organic layer was separated, washed with brine and dried over MgSO4. It was then concentrated in vacuo and chromatographed on a silica gel column by elution with EtOAc/Hexanes to give 3-(1-methyl-3-indolyl)-1-pr... The solvent is CS(=O)C (dimethyl sulfoxide). Reactants: azides, ClCCCS(=O)(=O)OCC([C@H](C(=O)OC(C(C)C)OC(=O)OC(C)C)O[Si](C(C)(C)C)(C)C)(C)C (2-Methyl-1-(methylethoxycarbonyloxy)propyl (2R)-4-[(3-chloropropyl)sulfonyloxy]-3,3-dimethyl-2-(1,1,2,2-tetramethyl-1-silapropoxy)butanoate), [N-]=[N+]=[N-].[Na+] (sodium azide). Procedure details: Following the general procedure for the preparation of azides of Description 16, a mixture of 2-methyl-1-(methylethoxycarbonyloxy)propyl (2R)-4-[(3-chloropropyl)sulfonyloxy]-3,3-dimethyl-2-(1,1,2,2-tetramethyl-1-silapropoxy)butanoate (47a) (0.6 g max.) dissolved in 5 mL of anhydrous dimethyl sulfoxide (DMSO) was reacted with 69 mg (1.1 mmol) of sodium azide (NaN3). After work-up, the crude title compound (47b) was used in the next step without further purification. MS (ESI) m/z 590.22 (M+Na)+. RXN SMILES: Cl[CH2:2][CH2:3][CH2:4][S:5]([O:8][CH2:9][C:10]([CH3:35])([CH3:34])[C@@H:11]([O:26][Si:27]([CH3:33])([CH3:32])[C:28]([CH3:31])([CH3:30])[CH3:29])[C:12]([O:14][CH:15]([O:19][C:20]([O:22][CH:23]([CH3:25])[CH3:24])=[O:21])[CH:16]([CH3:18])[CH3:17])=[O:13])(=[O:7])=[O:6].[N-:36]=[N+:37]=[N-:38].[Na+]>CS(C)=O>[N:36]([CH2:2][CH2:3][CH2:4][S:5]([O:8][CH2:9][C:10]([CH3:35])([CH3:34])[C@@H:11]([O:26][Si:27]([CH3:33])([CH3:32])[C:28]([CH3:31])([CH3:30])[CH3:29])[C:12]([O:14][CH:15]([O:19][C:20]([O:22][CH:23]([CH3:25])[CH3:24])=[O:21])[CH:16]([CH3:18])[CH3:17])=[O:13])(=[O:7])=[O:6])=[N+:37]=[N-:38] |f:1.2|. Product: N(=[N+]=[N-])CCCS(=O)(=O)OCC([C@H](C(=O)OC(C(C)C)OC(=O)OC(C)C)O[Si](C(C)(C)C)(C)C)(C)C (2-Methyl-1-(methylethoxycarbonyloxy)propyl (2R)-4-[(3-azidopropyl)sulfonyloxy]-3,3-dimethyl-2-(1,1,2,2-tetramethyl-1-silapropoxy)butanoate). Procedure details: A mixture of 2,6-difluoro-N-[3-(5-methoxy-1H-benzimidazol-2-yl)-1H-pyrazol-4-yl]-benzamide (Example 27) (850 mg) and aluminium (III) chloride (220 mg) in toluene (4 ml) was heated at 80° C. for 3 hours, cooled to ambient temperature and saturated aqueous NaHCO3 (4 ml) followed by 5% aqueous citric acid (4 ml) added. The mixture was extracted with EtOAc and organic extract washed with brine, dried (MgSO4) and reduced in vacuo. Residue submitted for preparative LC/MS to give 2,6-difluoro-N-[3-(5-h... Solvent: C1(=CC=CC=C1)C (toluene). Yields the product FC1=C(C(=O)NC=2C(=NNC2)C2=NC3=C(N2)C=CC(=C3)O)C(=CC=C1)F (2,6-difluoro-N-[3-(5-hydroxy-1H-benzimidazol-2-yl)-1H-pyrazol-4-yl]-benzamide). Conditions: temperature 80 celsius. Reactants: C(CC(O)(C(=O)O)CC(=O)O)(=O)O (citric acid), FC1=C(C(=O)NC=2C(=NNC2)C2=NC3=C(N2)C=CC(=C3)OC)C(=CC=C1)F (2,6-difluoro-N-[3-(5-methoxy-1H-benzimidazol-2-yl)-1H-pyrazol-4-yl]-benzamide), [Cl-].[Al+3].[Cl-].[Cl-] (aluminium (III) chloride), C(=O)(O)[O-].[Na+] (NaHCO3). Reaction SMILES: [F:1][C:2]1[CH:26]=[CH:25][CH:24]=[C:23]([F:27])[C:3]=1[C:4]([NH:6][C:7]1[C:8]([C:12]2[NH:16][C:15]3[CH:17]=[CH:18][C:19]([O:21]C)=[CH:20][C:14]=3[N:13]=2)=[N:9][NH:10][CH:11]=1)=[O:5].[Cl-].[Al+3].[Cl-].[Cl-].C([O-])(O)=O.[Na+].C(O)(=O)CC(CC(O)=O)(C(O)=O)O>C1(C)C=CC=CC=1>[F:1][C:2]1[CH:26]=[CH:25][CH:24]=[C:23]([F:27])[C:3]=1[C:4]([NH:6][C:7]1[C:8]([C:12]2[NH:16][C:15]3[CH:17]=[CH:18][C:19]([OH:21])=[CH:20][C:14]=3[N:13]=2)=[N:9][NH:10][CH:11]=1)=[O:5] |f:1.2.3.4,5.6|. The yield is 2.7%. Reactants: C(C=C)S (allylmercaptan), [Na] (sodium), ClC1=NN=C(C2=CC=CC=C12)Cl (1,4-dichlorophthalazine). Yields the product ClC1=NN=C(C2=CC=CC=C12)SCC=C (1-chloro-4-allylthiophthalazine). The solvent is CO (methanol). RXN SMILES: [Na].[CH2:2]([SH:5])[CH:3]=[CH2:4].Cl[C:7]1[C:16]2[C:11](=[CH:12][CH:13]=[CH:14][CH:15]=2)[C:10]([Cl:17])=[N:9][N:8]=1>CO>[Cl:17][C:10]1[C:11]2[C:16](=[CH:15][CH:14]=[CH:13][CH:12]=2)[C:7]([S:5][CH2:2][CH:3]=[CH2:4])=[N:8][N:9]=1 |^1:0|. Procedure details: 0.23 g(0.01 mol) of metallic sodium was dissolved in 30 ml of absolute methanol and then mixed with 0.93 ml (0.01 mol) of allylmercaptan. To this mixture was added 1.99 g(0.01 mol) of 1,4-dichlorophthalazine. The reaction solution was refluxed for 24 hours and then treated according to the same manner as Example 1 to obtain the title compound as a pale white needle crystal. Reactants: CCOC(=O)COc1ccc(Br)cc1C(C)=O, CCOC(C)=O, CCO, Cl, [Na+], [OH-]. The product is CC(=O)c1cc(Br)ccc1OCC(=O)O. As a reaction SMILES: [C:1]([CH3:2])(=[O:3])[c:4]1[c:5]([O:6][CH2:7][C:8](=[O:9])[O:10][CH2:11][CH3:12])[cH:13][cH:14][c:15]([Br:17])[cH:16]1.[CH3:21][CH2:22][O:23][C:24](=[O:25])[CH3:26].[CH3:27][CH2:28][OH:29].[ClH:20].[Na+:19].[OH-:18]>>[C:1]([CH3:2])(=[O:3])[c:4]1[c:5]([O:6][CH2:7][C:8](=[O:9])[OH:10])[cH:13][cH:14][c:15]([Br:17])[cH:16]1. Starting materials: CN1C(N(CC1C(=O)O)C=1C=NC=NC1)=O (3-methyl-2-oxo-1-(5-pyrimidinyl)-4-imidazolidinecarboxylic acid), C(C)N1CCOCC1 (N-ethyl morpholine), O.ON1N=NC2=C1C=CC=C2 (1-hydroxybenzotriazole hydrate), Cl.C(C)N=C=NCCCN(C)C (1-ethyl-3-(3-dimethylaminopropyl)carbodiimide hydrochloride), ClC1=C(C=CC=C1C(F)(F)F)CN ({[2-chloro-3-(trifluoromethyl)phenyl]methyl}amine). The solvent is ClCCl (dichloromethane), ClCCl (dichloromethane), ClCCl (dichloromethane). Run at time 10 minute. The product is ClC1=C(C=CC=C1C(F)(F)F)CNC(=O)C1N(C(N(C1)C=1C=NC=NC1)=O)C (N-{[2-chloro-3-(trifluoromethyl)phenyl]methyl}-3-methyl-2-oxo-1-(5-pyrimidinyl)-4-imidazolidinecarboxamide). Yield: 21.8%. Reaction SMILES: [CH3:1][N:2]1[CH:6]([C:7]([OH:9])=O)[CH2:5][N:4]([C:10]2[CH:11]=[N:12][CH:13]=[N:14][CH:15]=2)[C:3]1=[O:16].C(N1CCOCC1)C.O.ON1C2C=CC=CC=2N=N1.Cl.C(N=C=NCCCN(C)C)C.[Cl:48][C:49]1[C:54]([C:55]([F:58])([F:57])[F:56])=[CH:53][CH:52]=[CH:51][C:50]=1[CH2:59][NH2:60]>ClCCl>[Cl:48][C:49]1[C:54]([C:55]([F:57])([F:58])[F:56])=[CH:53][CH:52]=[CH:51][C:50]=1[CH2:59][NH:60][C:7]([CH:6]1[CH2:5][N:4]([C:10]2[CH:11]=[N:12][CH:13]=[N:14][CH:15]=2)[C:3](=[O:16])[N:2]1[CH3:1])=[O:9] |f:2.3,4.5|. Reported procedure: A solution of 3-methyl-2-oxo-1-(5-pyrimidinyl)-4-imidazolidinecarboxylic acid (0.6 mmol) in dichloromethane (6 ml) was treated with N-ethyl morpholine (0.460 ml, 3.60 mmol), 1-hydroxybenzotriazole hydrate (110 mg, 0.720 mmol) and 1-ethyl-3-(3-dimethylaminopropyl)carbodiimide hydrochloride (138 mg, 0.720 mmol) and the mixture was stirred at room temperature for 10 minutes. A solution of {[2-chloro-3-(trifluoromethyl)phenyl]methyl}amine (126 mg, 0.600 mmol) in dichloromethane (1 ml) was added and ... Reactants: C(C)NCCOC1=CC=C(NC(=O)C2CCOCC2)C=C1 (4′-[2-(Ethylamino)ethoxy]-3,4,5,6-tetrahydro-2H-pyran-4-carboxanilide), Cl.C(C)O (HCl ethanol). Run in CO (methanol). Yields the product Cl.C(C)NCCOC1=CC=C(NC(=O)C2CCOCC2)C=C1 (4′-[2-(ethylamino)ethoxy]-3,4,5,6-tetrahydro-2H-pyran-4-carboxanilide hydrochloride). As a reaction SMILES: [CH2:1]([NH:3][CH2:4][CH2:5][O:6][C:7]1[CH:21]=[CH:20][C:10]([NH:11][C:12]([CH:14]2[CH2:19][CH2:18][O:17][CH2:16][CH2:15]2)=[O:13])=[CH:9][CH:8]=1)[CH3:2].[ClH:22].C(O)C>CO>[ClH:22].[CH2:1]([NH:3][CH2:4][CH2:5][O:6][C:7]1[CH:21]=[CH:20][C:10]([NH:11][C:12]([CH:14]2[CH2:19][CH2:18][O:17][CH2:16][CH2:15]2)=[O:13])=[CH:9][CH:8]=1)[CH3:2] |f:1.2,4.5|. Reported procedure: 4′-[2-(Ethylamino)ethoxy]-3,4,5,6-tetrahydro-2H-pyran-4-carboxanilide (0.77 g) was suspended into methanol (5 ml) and 1N HCl/ethanol solution (3.95 ml) was added into this suspension. The compound dissolved completely and formed a uniform solution at once, but later on hydrochloride thereof was separated as crystals. Crystals were collected by filtration and washed with diethyl ether (10 ml), then dried under vacuum to obtain 4′-[2-(ethylamino)ethoxy]-3,4,5,6-tetrahydro-2H-pyran-4-carboxanilide ...